Dataset: the Open Reaction Database (ORD), a public repository of structured organic reaction records. Task: describe an organic reaction: reactants, conditions, products, and yield The reactants are CO, CCOC(=O)c1cc2c(nc1C)C(O[N+](=O)[O-])CCCC2, [Na+], [OH-]. Yields the product Cc1nc2c(cc1C(=O)O)CCCCC2O[N+](=O)[O-]. Reaction SMILES: [CH3:24][OH:25].[N+:1](=[O:2])([O:3][CH:4]1[CH2:5][CH2:6][CH2:7][CH2:8][c:9]2[c:10]1[n:11][c:12]([CH3:20])[c:13]([C:15](=[O:16])[O:17][CH2:18][CH3:19])[cH:14]2)[O-:21].[Na+:23].[OH-:22]>>[N+:1](=[O:2])([O:3][CH:4]1[CH2:5][CH2:6][CH2:7][CH2:8][c:9]2[c:10]1[n:11][c:12]([CH3:20])[c:13]([C:15](=[O:16])[OH:17])[cH:14]2)[O-:21]. Reactants: COC(=O)C1=CC(=C(C=C1)C1=C(C=CC(=C1)OC)F)C(C(C=C)(C)C)OC (2′-Fluoro-5′-methoxy-2-(1-methoxy-2,2-dimethyl-but-3-enyl)-biphenyl-4-carboxylic acid methyl ester), CC(C)(C)C1=C(C=CC(=C1)CO)C1=C(C=CC(=C1)OC)F ((2-(1,1-Dimethylethyl)-2′-fluoro-5′-(methyloxy)-1,1′-biphenyl-4-yl)methanol). The product is FC1=C(C=C(C=C1)OC)C1=C(C=C(C=C1)CO)C(C(C=C)(C)C)OC ([2′-Fluoro-5′-methoxy-2-(1-methoxy-2,2-dimethyl-but-3-enyl)-biphenyl-4-yl]-methanol). As a reaction SMILES: C[O:2][C:3]([C:5]1[CH:10]=[CH:9][C:8]([C:11]2[CH:16]=[C:15]([O:17][CH3:18])[CH:14]=[CH:13][C:12]=2[F:19])=[C:7]([CH:20]([O:26][CH3:27])[C:21]([CH3:25])([CH3:24])[CH:22]=[CH2:23])[CH:6]=1)=O.CC(C1C=C(CO)C=CC=1C1C=C(OC)C=CC=1F)(C)C>>[F:19][C:12]1[CH:13]=[CH:14][C:15]([O:17][CH3:18])=[CH:16][C:11]=1[C:8]1[CH:9]=[CH:10][C:5]([CH2:3][OH:2])=[CH:6][C:7]=1[CH:20]([O:26][CH3:27])[C:21]([CH3:24])([CH3:25])[CH:22]=[CH2:23]. Reported procedure: Compound 66.41F was synthesized from 66.41E by a method analogous to that used to prepare compound 8.9 from 8.8. MS ESI m/e: 345.2 (M+H)+. Reactants: FC(C(=O)[O-])(F)F (trifluoroacetate), C1(=CC=CC=C1)OC (anisole), FC(C(=O)O)(F)F (trifluoroacetic acid), CON=C(C(=O)NC1[C@@H]2N(C(=C(CS2)COC(=O)N2CCN(CC2)C)C(=O)OC(C2=CC=CC=C2)C2=CC=CC=C2)C1=O)C=1N=C(SC1)NC=O (benzhydryl 7-[2-methoxyimino-2-(2-formamidothiazol-4-yl)acetamido]-3-(4-methyl-1-piperazinyl)carbonyloxymethyl-3-cephem-4-carboxylate). Procedure details: To a solution of benzhydryl 7-[2-methoxyimino-2-(2-formamidothiazol-4-yl)acetamido]-3-(4-methyl-1-piperazinyl)carbonyloxymethyl-3-cephem-4-carboxylate.trifluoroacetate (syn isomer) (1.4 g ) in methylene chloride (30 ml) were added anisole (1.4 ml) and trifluoroacetic acid (1.83 ml) with stirring under ice-cooling and the stirring was continued for 4 hours at 5° C. The reaction mixture was evaporated and the residual oil was pulverized in diethyl ether, collected by filtration and then dried to g... As a reaction SMILES: [CH3:1][O:2][N:3]=[C:4]([C:44]1[N:45]=[C:46]([NH:49][CH:50]=[O:51])[S:47][CH:48]=1)[C:5]([NH:7][CH:8]1[C:42](=[O:43])[N:10]2[C:11]([C:26]([O:28]C(C3C=CC=CC=3)C3C=CC=CC=3)=[O:27])=[C:12]([CH2:15][O:16][C:17]([N:19]3[CH2:24][CH2:23][N:22]([CH3:25])[CH2:21][CH2:20]3)=[O:18])[CH2:13][S:14][C@H:9]12)=[O:6].FC(F)(F)C([O-])=O.C1(OC)C=CC=CC=1.FC(F)(F)C(O)=O>C(Cl)Cl>[CH3:1][O:2][N:3]=[C:4]([C:44]1[N:45]=[C:46]([NH:49][CH:50]=[O:51])[S:47][CH:48]=1)[C:5]([NH:7][CH:8]1[C:42](=[O:43])[N:10]2[C:11]([C:26]([OH:28])=[O:27])=[C:12]([CH2:15][O:16][C:17]([N:19]3[CH2:24][CH2:23][N:22]([CH3:25])[CH2:21][CH2:20]3)=[O:18])[CH2:13][S:14][C@H:9]12)=[O:6]. Yields the product CON=C(C(=O)NC1[C@@H]2N(C(=C(CS2)COC(=O)N2CCN(CC2)C)C(=O)O)C1=O)C=1N=C(SC1)NC=O (7-[2-methoxyimino-2-(2-formamidothiazol-4-yl)acetamido]-3-(4-methyl-1-piperazinyl)carbonyloxymethyl-3-cephem-4-carboxylic acid). The solvent is C(Cl)Cl (methylene chloride). Reaction conditions: time 4 hour. The reactants are CCOCOCC, CC#N, CCOC(=O)c1cn(C2CC2)c2c(F)c(NCC(O)COC(=O)c3ccccc3)c(F)cc2c1=O, ClC(Cl)Cl, O, Cc1ccc(S(=O)(=O)O)cc1. Product: CCOC(=O)c1cn(C2CC2)c2c(F)c(N3COC(COC(=O)c4ccccc4)C3)c(F)cc2c1=O. As a reaction SMILES: [CH2:36]([O:37][CH2:38][O:39][CH2:40][CH3:41])[CH3:42].[CH3:55][C:56]#[N:57].[CH:1]1([n:4]2[cH:5][c:6]([C:31](=[O:32])[O:33][CH2:34][CH3:35])[c:7](=[O:30])[c:8]3[cH:9][c:10]([F:29])[c:11]([NH:15][CH2:16][CH:17]([CH2:18][O:19][C:20]([c:21]4[cH:22][cH:23][cH:24][cH:25][cH:26]4)=[O:27])[OH:28])[c:12]([F:14])[c:13]23)[CH2:2][CH2:3]1.[CH:58]([Cl:59])([Cl:60])[Cl:61].[OH2:43].[c:44]1([CH3:45])[cH:46][cH:47][c:48]([S:49]([OH:50])(=[O:51])=[O:52])[cH:53][cH:54]1>>[CH:1]1([n:4]2[cH:5][c:6]([C:31](=[O:32])[O:33][CH2:34][CH3:35])[c:7](=[O:30])[c:8]3[cH:9][c:10]([F:29])[c:11]([N:15]4[CH2:16][CH:17]([CH2:18][O:19][C:20]([c:21]5[cH:22][cH:23][cH:24][cH:25][cH:26]5)=[O:27])[O:28][CH2:36]4)[c:12]([F:14])[c:13]23)[CH2:2][CH2:3]1.